Dataset: the Open Reaction Database (ORD), a public repository of structured organic reaction records. Task: describe an organic reaction: reactants, conditions, products, and yield Reactants: CCOC(C)=O, Cc1ccccc1, Cl, c1ccncc1, O=C(O)CC(Cc1c[nH]c2ccccc12)NCCNCCc1ccccc1. The product is O=C1C(Cc2c[nH]c3ccccc23)NCCN1CCc1ccccc1. Reaction SMILES: [CH3:35][CH2:36][O:37][C:38](=[O:39])[CH3:40].[CH3:41][c:42]1[cH:43][cH:44][cH:45][cH:46][cH:47]1.[ClH:1].[cH:29]1[cH:30][cH:31][n:32][cH:33][cH:34]1.[nH:2]1[cH:3][c:4]([CH2:11][CH:12]([CH2:13][C:14]([OH:15])=[O:16])[NH:17][CH2:18][CH2:19][NH:20][CH2:21][CH2:22][c:23]2[cH:24][cH:25][cH:26][cH:27][cH:28]2)[c:5]2[cH:6][cH:7][cH:8][cH:9][c:10]12>>[nH:2]1[cH:3][c:4]([CH2:11][CH:12]2[C:13](=[O:37])[N:20]([CH2:21][CH2:22][c:23]3[cH:24][cH:25][cH:26][cH:27][cH:28]3)[CH2:19][CH2:18][NH:17]2)[c:5]2[cH:6][cH:7][cH:8][cH:9][c:10]12. The reactants are CC(=O)O, [Cl-], FC(F)(F)c1cc(Cl)c(Nc2ccccc2)c(Cl)c1, Cl, O=N[O-], [NH4+], [Na+], [OH-], O=S(=O)(O)O. Product: NNc1c(Cl)cc(C(F)(F)F)cc1Cl. RXN SMILES: [CH3:27][C:28](=[O:29])[OH:30].[Cl-:24].[Cl:1][c:2]1[c:3]([NH:13][c:14]2[cH:15][cH:16][cH:17][cH:18][cH:19]2)[c:4]([Cl:12])[cH:5][c:6]([C:8]([F:9])([F:10])[F:11])[cH:7]1.[ClH:36].[N:20]([O-:21])=[O:22].[NH4+:25].[Na+:23].[OH-:26].[S:31](=[O:32])(=[O:33])([OH:34])[OH:35]>>[Cl:1][c:2]1[c:3]([NH:13][NH2:20])[c:4]([Cl:12])[cH:5][c:6]([C:8]([F:9])([F:10])[F:11])[cH:7]1. Reactants: Cl, C1COCCO1, C1COCCO1, CC(C)(C)OC(=O)N1[C-](C(O)c2cn(C(=O)OC(C)(C)C)c3ccccc23)CSC1c1cccnc1. The product is CC(C)(C)OC(=O)n1cc(C(O)C2CSC(c3cccnc3)N2)c2ccccc21. Reaction SMILES: [ClH:37].[O:38]1[CH2:39][CH2:40][O:41][CH2:42][CH2:43]1.[O:44]1[CH2:45][CH2:46][O:47][CH2:48][CH2:49]1.[n:1]1[cH:2][c:3]([CH:7]2[S:8][CH2:9][C-:10]([CH:19]([OH:20])[c:21]3[cH:22][n:23]([C:30](=[O:31])[O:32][C:33]([CH3:34])([CH3:35])[CH3:36])[c:24]4[cH:25][cH:26][cH:27][cH:28][c:29]34)[N:11]2[C:12]([O:13][C:14]([CH3:15])([CH3:16])[CH3:17])=[O:18])[cH:4][cH:5][cH:6]1>>[n:1]1[cH:2][c:3]([CH:7]2[S:8][CH2:9][CH:10]([CH:19]([OH:20])[c:21]3[cH:22][n:23]([C:30](=[O:31])[O:32][C:33]([CH3:34])([CH3:35])[CH3:36])[c:24]4[cH:25][cH:26][cH:27][cH:28][c:29]34)[NH:11]2)[cH:4][cH:5][cH:6]1. Starting materials: ClC1=NC=C(C(=O)Cl)C=C1 (6-chloronicotinoyl chloride), [N+](=O)([O-])C1=C(N)C=CC=C1 (2-nitroaniline). Yields the product ClC1=CC=C(C=N1)C(=O)NC1=C(C=CC=C1)[N+](=O)[O-] (6-Chloro-N-(2-nitrophenyl)-3-pyridinecarboxamide). Reaction SMILES: [Cl:1][C:2]1[CH:10]=[CH:9][C:5]([C:6](Cl)=[O:7])=[CH:4][N:3]=1.[N+:11]([C:14]1[CH:20]=[CH:19][CH:18]=[CH:17][C:15]=1[NH2:16])([O-:13])=[O:12]>>[Cl:1][C:2]1[N:3]=[CH:4][C:5]([C:6]([NH:16][C:15]2[CH:17]=[CH:18][CH:19]=[CH:20][C:14]=2[N+:11]([O-:13])=[O:12])=[O:7])=[CH:9][CH:10]=1. Reported procedure: The title compound was prepared from 6-chloronicotinoyl chloride and 2-nitroaniline and was obtained as a yellow solid as described in Example 1. 1H NMR (CDCl3): 10.99 (s, 1H), 8.95-8.94 (m, 1H), 8.36-8.33 (m, 1H), 8.02-7.99 (m, 1H), 7.80-7.69 (m, 3H), 7.48-7.42 (m, 1H).